Dataset: the Open Reaction Database (ORD), a public repository of structured organic reaction records. Task: describe an organic reaction: reactants, conditions, products, and yield Starting materials: CC[SiH](CC)CC, C[N+](=O)[O-], Nc1ccc(Br)c2c1C(=O)NC2O, O, O=C(O)C(F)(F)F. Yields the product Nc1ccc(Br)c2c1C(=O)NC2. As a reaction SMILES: [CH2:21]([SiH:22]([CH2:23][CH3:24])[CH2:25][CH3:26])[CH3:27].[N+:29]([CH3:30])([O-:31])=[O:32].[NH2:1][c:2]1[cH:3][cH:4][c:5]([Br:13])[c:6]2[c:10]1[C:9](=[O:11])[NH:8][CH:7]2[OH:12].[OH2:28].[OH:14][C:15]([C:16]([F:17])([F:18])[F:19])=[O:20]>>[NH2:1][c:2]1[cH:3][cH:4][c:5]([Br:13])[c:6]2[c:10]1[C:9](=[O:11])[NH:8][CH2:7]2. Starting materials: BrC=1C=C2C(=NC1)NC(=N2)C=2C=CC(=NC2)O (5-(6-Bromo-3H-imidazo[4,5-b]pyridin-2-yl)pyridin-2-ol), P(=O)(Cl)(Cl)Cl (phosphorous oxychloride). Run at temperature 110 celsius, time 4 hour. The product is BrC=1C=C2C(=NC1)NC(=N2)C=2C=NC(=CC2)Cl (6-Bromo-2-(6-chloropyridin-3-yl)-3H-imidazo[4,5-b]pyridine), solid. The yield is 44.0%. Reaction SMILES: [Br:1][C:2]1[CH:3]=[C:4]2[N:10]=[C:9]([C:11]3[CH:12]=[CH:13][C:14](O)=[N:15][CH:16]=3)[NH:8][C:5]2=[N:6][CH:7]=1.P(Cl)(Cl)([Cl:20])=O>>[Br:1][C:2]1[CH:3]=[C:4]2[N:10]=[C:9]([C:11]3[CH:16]=[N:15][C:14]([Cl:20])=[CH:13][CH:12]=3)[NH:8][C:5]2=[N:6][CH:7]=1. Procedure: 5-(6-Bromo-3H-imidazo[4,5-b]pyridin-2-yl)pyridin-2-ol (300 mg, 1.03 mmol) was added to phosphorous oxychloride (6 ml) and the mixture was stirred at 110° C. for 4 h. The excess phosphorous oxychloride was evaporated off and the remaining oil was purified by flash chromatography using ethyl acetate/heptane as eluent. The title compound was isolated as a yellow solid (139 mg, 44%).